describe an organic reaction: reactants, conditions, products, and yield From a dataset of the Open Reaction Database (ORD), a public repository of structured organic reaction records. The reactants are C=CC1CCC(O)(c2ccc(OCC)c(F)c2F)CC1, Cc1ccccc1, O, Cc1ccc(S(=O)(=O)O)cc1. Yields the product C=CC1CC=C(c2ccc(OCC)c(F)c2F)CC1. RXN SMILES: [CH2:1]([CH3:2])[O:3][c:4]1[c:5]([F:20])[c:6]([F:19])[c:7]([C:10]2([OH:18])[CH2:11][CH2:12][CH:13]([CH:16]=[CH2:17])[CH2:14][CH2:15]2)[cH:8][cH:9]1.[CH3:33][c:34]1[cH:35][cH:36][cH:37][cH:38][cH:39]1.[OH2:32].[c:21]1([CH3:22])[cH:23][cH:24][c:25]([S:26]([OH:27])(=[O:28])=[O:29])[cH:30][cH:31]1>>[CH2:1]([CH3:2])[O:3][c:4]1[c:5]([F:20])[c:6]([F:19])[c:7]([C:10]2=[CH:11][CH2:12][CH:13]([CH:16]=[CH2:17])[CH2:14][CH2:15]2)[cH:8][cH:9]1.